This data is from the Open Reaction Database (ORD), a public repository of structured organic reaction records. The task is: describe an organic reaction: reactants, conditions, products, and yield Starting materials: ClC1=CC=C2C(=N1)C(=O)OC2=O (6-chloropyridine-2,3-dicarboxylic anhydride), [F-].[K+] (potassium fluoride), C1COCCOCCOCCOCCOCCO1 (18-crown-6). The solvent is C(CC)#N (propionitrile). Run at time 10 hour. The product is FC1=CC=C2C(=N1)C(=O)OC2=O (6-Fluoropyridine-2,3-dicarboxylic anhydride). RXN SMILES: Cl[C:2]1[N:7]=[C:6]2[C:8]([O:10][C:11](=[O:12])[C:5]2=[CH:4][CH:3]=1)=[O:9].[F-:13].[K+].C1OCCOCCOCCOCCOCCOC1>C(#N)CC>[F:13][C:2]1[N:7]=[C:6]2[C:8]([O:10][C:11](=[O:12])[C:5]2=[CH:4][CH:3]=1)=[O:9] |f:1.2|. Reported procedure: A mixture of 36.7 g (0.2 mol) of 6-chloropyridine-2,3-dicarboxylic anhydride, 17.4 g (0.3 mol) of potassium fluoride and 1 g of 18-crown-6 in 200 ml of propionitrile were stirred for 10 hours while refluxing. After cooling, the reaction mixture was filtered with suction and the residue was washed with methylene chloride. The filtrate was evaporated down under reduced pressure and stirred with a 2:1 methyl tert-butyl ether/pentane mixture, and the product was filtered off with suction and dried. ... Reactants: CS(=O)(=O)N(C1=NC(=CC(=N1)C1=CC=C(C2=CC=CC=C12)F)C(C)C)S(=O)(=O)C (2-(bismethanesulfonyl)amino-4-(4-fluoronaphth-1-yl)-6-isopropylpyrimidine), [OH-].[Na+] (sodium hydroxide). The solvent is CO (methanol). Reaction conditions: time 1 hour. The product is CS(=O)(=O)NC1=NC(=CC(=N1)C1=CC=C(C2=CC=CC=C12)F)C(C)C (2-(methanesulfonyl)amino-4-(4-fluoronaphth-1-yl)-6-isopropylpyrimidine). Reaction SMILES: [CH3:1][S:2]([N:5](S(C)(=O)=O)[C:6]1[N:11]=[C:10]([C:12]2[C:21]3[C:16](=[CH:17][CH:18]=[CH:19][CH:20]=3)[C:15]([F:22])=[CH:14][CH:13]=2)[CH:9]=[C:8]([CH:23]([CH3:25])[CH3:24])[N:7]=1)(=[O:4])=[O:3].[OH-].[Na+]>CO>[CH3:1][S:2]([NH:5][C:6]1[N:11]=[C:10]([C:12]2[C:21]3[C:16](=[CH:17][CH:18]=[CH:19][CH:20]=3)[C:15]([F:22])=[CH:14][CH:13]=2)[CH:9]=[C:8]([CH:23]([CH3:25])[CH3:24])[N:7]=1)(=[O:3])=[O:4] |f:1.2|. Reported procedure: The 2-(bismethanesulfonyl)amino-4-(4-fluoronaphth-1-yl)-6-isopropylpyrimidine product from Example 10B above (0.204 g) was dissolved in methanol (5 mL) and treated at room temperature with 2.5N sodium hydroxide solution (0.2 mL). The reaction mixture was stirred at room temperature for 1 hour. The mixture was partitioned between 1N hydrochloric acid and ethyl acetate. The organic layer was dried over magnesium sulfate and evaporated to dryness and recrystallized to afford 2-(methanesulfonyl)amin...